From a dataset of the Open Reaction Database (ORD), a public repository of structured organic reaction records. describe an organic reaction: reactants, conditions, products, and yield Reactants: CCc1nc2c(cnn2CC)c(NC2CCOCC2)c1CNC, CCOC(C)=O, CC(C)(C)OC(=O)N1CCN(Cc2cccc(-c3cc(CNC(=O)c4cccc(CCl)c4)ccc3F)c2)CC1, [I-], [K+], [K+], [Na+], O=C([O-])[O-], CN(C)C=O. Yields the product CCc1nc2c(cnn2CC)c(NC2CCOCC2)c1CN(C)Cc1cccc(C(=O)NCc2ccc(F)c(-c3cccc(CN4CCN(C(=O)OC(C)(C)C)CC4)c3)c2)c1. RXN SMILES: [CH2:1]([CH3:2])[n:3]1[n:4][cH:5][c:6]2[c:7]1[n:8][c:9]([CH2:22][CH3:23])[c:10]([CH2:19][NH:20][CH3:21])[c:11]2[NH:12][CH:13]1[CH2:14][CH2:15][O:16][CH2:17][CH2:18]1.[CH3:76][CH2:77][O:78][C:79]([CH3:80])=[O:81].[Cl:24][CH2:25][c:26]1[cH:27][c:28]([C:32](=[O:33])[NH:34][CH2:35][c:36]2[cH:37][cH:38][c:39]([F:62])[c:40](-[c:42]3[cH:43][c:44]([CH2:48][N:49]4[CH2:50][CH2:51][N:52]([C:55](=[O:56])[O:57][C:58]([CH3:59])([CH3:60])[CH3:61])[CH2:53][CH2:54]4)[cH:45][cH:46][cH:47]3)[cH:41]2)[cH:29][cH:30][cH:31]1.[I-:69].[K+:63].[K+:64].[Na+:70].[O-:65][C:66]([O-:67])=[O:68].[O:71]=[CH:72][N:73]([CH3:74])[CH3:75]>>[CH2:1]([CH3:2])[n:3]1[n:4][cH:5][c:6]2[c:7]1[n:8][c:9]([CH2:22][CH3:23])[c:10]([CH2:19][N:20]([CH3:21])[CH2:25][c:26]1[cH:27][c:28]([C:32](=[O:33])[NH:34][CH2:35][c:36]3[cH:37][cH:38][c:39]([F:62])[c:40](-[c:42]4[cH:43][c:44]([CH2:48][N:49]5[CH2:50][CH2:51][N:52]([C:55](=[O:56])[O:57][C:58]([CH3:59])([CH3:60])[CH3:61])[CH2:53][CH2:54]5)[cH:45][cH:46][cH:47]4)[cH:41]3)[cH:29][cH:30][cH:31]1)[c:11]2[NH:12][CH:13]1[CH2:14][CH2:15][O:16][CH2:17][CH2:18]1. Starting materials: OC1=CC=C(C=O)C=C1 (4-hydroxy benzaldehyde), FC=1C=C(C#N)C=CC1F (3,4 difluorobenzonitrile), C([O-])([O-])=O.[K+].[K+] (potassium carbonate). Solvent: CN(C)C=O (DMF). Yields the product FC=1C=C(C#N)C=CC1OC1=CC=C(C=C1)C=O (3-Fluoro-4-(4-formyl-phenoxy)-benzonitrile). RXN SMILES: [OH:1][C:2]1[CH:9]=[CH:8][C:5]([CH:6]=[O:7])=[CH:4][CH:3]=1.[F:10][C:11]1[CH:12]=[C:13]([CH:16]=[CH:17][C:18]=1F)[C:14]#[N:15].C(=O)([O-])[O-].[K+].[K+]>CN(C=O)C>[F:10][C:11]1[CH:12]=[C:13]([CH:16]=[CH:17][C:18]=1[O:1][C:2]1[CH:9]=[CH:8][C:5]([CH:6]=[O:7])=[CH:4][CH:3]=1)[C:14]#[N:15] |f:2.3.4|. Procedure details: Basic displacement reaction of 4-hydroxy benzaldehyde and 3,4 difluorobenzonitrile using potassium carbonate in anhydrous DMF at reflux temperatures affords the above compound. Product: NC1=C(C(=O)O)C=CC=C1Cl (2-amino-3-chlorobenzoic acid). Procedure details: To a stirred solution of 3-chloro-2-nitrobenzoic acid (2.01 g, 10.0 mmol) in anhydrous methanol (100 mL) nickel(II)chloride hexahydrate (4.75 g, 20.0 mmol) was added, and the reaction mixture was cooled to room temperature. To this green solution was added NaBH4 (2.27 g, 60.0 mmol) in small portions over a period of 20 min. After the addition was complete, the reaction mixture was stirred at room temperature for 16 hours. The solvents were removed under vacuum and water (100 mL) was added, befor... Conditions: time 16 hour. The reactants are ClC=1C(=C(C(=O)O)C=CC1)[N+](=O)[O-] (3-chloro-2-nitrobenzoic acid), CO (methanol), [BH4-].[Na+] (NaBH4). Reaction SMILES: [Cl:1][C:2]1[C:3]([N+:11]([O-])=O)=[C:4]([CH:8]=[CH:9][CH:10]=1)[C:5]([OH:7])=[O:6].CO.[BH4-].[Na+]>>[NH2:11][C:3]1[C:2]([Cl:1])=[CH:10][CH:9]=[CH:8][C:4]=1[C:5]([OH:7])=[O:6] |f:2.3|. Starting materials: C(CCCCCCCCCCCCCCC)Br (hexadecyl bromide), [Mg] (magnesium), C(C)OC(C(=O)OCC)=O (diethyloxalate), Cl (hydrochloric acid). The solvent is O1CCCC1 (tetrahydrofuran), O1CCCC1 (tetrahydrofuran). Product: O=C(C(=O)OCC)CCCCCCCCCCCCCCCC (Ethyl 2-oxo-octadecanoate). As a reaction SMILES: [CH2:1](Br)[CH2:2][CH2:3][CH2:4][CH2:5][CH2:6][CH2:7][CH2:8][CH2:9][CH2:10][CH2:11][CH2:12][CH2:13][CH2:14][CH2:15][CH3:16].[Mg].C(O[C:22](=[O:28])[C:23]([O:25][CH2:26][CH3:27])=[O:24])C.Cl>O1CCCC1>[O:28]=[C:22]([CH2:16][CH2:15][CH2:14][CH2:13][CH2:12][CH2:11][CH2:10][CH2:9][CH2:8][CH2:7][CH2:6][CH2:5][CH2:4][CH2:3][CH2:2][CH3:1])[C:23]([O:25][CH2:26][CH3:27])=[O:24]. Reported procedure: A slurry of 40 ml of hexadecyl bromide in 250 ml of tetrahydrofuran containing 3.64 g of magnesium chips is put in a sonic bath. This solution is added dropwise to a stirred solution of 35.3 ml of diethyloxalate in 70 ml of tetrahydrofuran at -15° C. over 1 hour. The reaction mixture is poured into 3N hydrochloric acid and extracted with methylene chloride. The extract is dried and evaporated. The concentrate is purified by chromatography on silica gel using 5% ethyl acetate:petroleum ether. Fra... The reactants are C(C#C)Cl (Propargyl chloride), N1=CC(=CC=C1)CO (3-pyridylcarbinol), [H-].[Na+] (sodium hydride), suspension. The solvent is CN(C=O)C (N,N-dimethylformamide). Product: C(C#C)OCC=1C=NC=CC1 (3-(2-propynyloxymethyl)pyridine). Isolated yield 45.3%. As a reaction SMILES: [N:1]1[CH:6]=[CH:5][CH:4]=[C:3]([CH2:7][OH:8])[CH:2]=1.[H-].[Na+].[CH2:11](Cl)[C:12]#[CH:13]>CN(C)C=O>[CH2:13]([O:8][CH2:7][C:3]1[CH:2]=[N:1][CH:6]=[CH:5][CH:4]=1)[C:12]#[CH:11] |f:1.2|. Procedure details: While maintaining the reaction mixture at 5°-10° C., 3-pyridylcarbinol (50.0 g., 0.45 mol) was slowly added to a mixture of sodium hydride (24.0 g of a 50% suspension in mineral oil, 0.5 mol) in 250 ml dry N,N-dimethylformamide. Propargyl chloride (37.0 g, 0.5 mole) was then slowly added to this mixture at 15° C. Following the addition, the reaction mixture was warmed to 35° and maintained for 15 mins at this temperature. The reaction was then cooled to 15°-20°, carefully quenched by dropwise ad... Reactants: Cc1nc(NC(=O)CCC(=O)OC(C)(C)C)sc1-c1csc(CC#N)n1, ClCCl, O=C(O)C(F)(F)F. Yields the product Cc1nc(NC(=O)CCC(=O)O)sc1-c1csc(CC#N)n1. RXN SMILES: [C:1](#[N:2])[CH2:3][c:4]1[s:5][cH:6][c:7](-[c:9]2[c:10]([CH3:26])[n:11][c:12]([NH:14][C:15]([CH2:16][CH2:17][C:18](=[O:19])[O:20][C:21]([CH3:22])([CH3:23])[CH3:24])=[O:25])[s:13]2)[n:8]1.[Cl:34][CH2:35][Cl:36].[OH:27][C:28]([C:29]([F:30])([F:31])[F:32])=[O:33]>>[C:1](#[N:2])[CH2:3][c:4]1[s:5][cH:6][c:7](-[c:9]2[c:10]([CH3:26])[n:11][c:12]([NH:14][C:15]([CH2:16][CH2:17][C:18](=[O:19])[OH:20])=[O:25])[s:13]2)[n:8]1.